Dataset: the Open Reaction Database (ORD), a public repository of structured organic reaction records. Task: describe an organic reaction: reactants, conditions, products, and yield The reactants are C(C)(=O)C1=C(C(=C(OCCCSCC2SC(OC2)(CCC(=O)O)CCC(=O)O)C=C1)CCC)O (4-[[[3-(4-Acetyl-3-hydroxy-2-propylphenoxy)propyl]thio]methyl]-1,3-oxathiolane-2,2-dipropanoic acid), ClC1=CC(=CC=C1)C(=O)OO (m-chloroperbenzoic acid). Run in C(Cl)Cl (methylene chloride). The product is C(C)(=O)C1=C(C(=C(OCCCS(=O)CC2SC(OC2)(CCC(=O)O)CCC(=O)O)C=C1)CCC)O (4-[[[3-(4-acetyl-3-hydroxy-2-propylphenoxy]propyl]sulfinyl]methyl]-1,3-oxathiolane-2,2-dipropanoic acid). Isolated yield 44.0%. Reaction SMILES: [C:1]([C:4]1[CH:30]=[CH:29][C:7]([O:8][CH2:9][CH2:10][CH2:11][S:12][CH2:13][CH:14]2[CH2:18][O:17][C:16]([CH2:24][CH2:25][C:26]([OH:28])=[O:27])([CH2:19][CH2:20][C:21]([OH:23])=[O:22])[S:15]2)=[C:6]([CH2:31][CH2:32][CH3:33])[C:5]=1[OH:34])(=[O:3])[CH3:2].ClC1C=CC=C(C(OO)=[O:43])C=1>C(Cl)Cl>[C:1]([C:4]1[CH:30]=[CH:29][C:7]([O:8][CH2:9][CH2:10][CH2:11][S:12]([CH2:13][CH:14]2[CH2:18][O:17][C:16]([CH2:19][CH2:20][C:21]([OH:23])=[O:22])([CH2:24][CH2:25][C:26]([OH:28])=[O:27])[S:15]2)=[O:43])=[C:6]([CH2:31][CH2:32][CH3:33])[C:5]=1[OH:34])(=[O:3])[CH3:2]. Reported procedure: The title compound was prepared according to the procedure of Example 46 using the sulfide obtained in Example 3 (0.15 g, 0.0003 mol) and m-chloroperbenzoic acid (0.062 g, 0.0003 mol) in methylene chloride (3 ml). The crude product was chromatographed on silica gel using ethyl acetate containing 0.5% acetic acid to give 0.070 g (45%) of the desired product as an oil.